This data is from the Open Reaction Database (ORD), a public repository of structured organic reaction records. The task is: describe an organic reaction: reactants, conditions, products, and yield Reactants: NC1=NC(=C(C(=N1)N)C1=C(C=CC=C1)Cl)C (2,4-diamino-5-(2-chlorophenyl)-6-methyl pyrimidine), [N+](=O)([O-])[O-].[K+] (potassium nitrate), [OH-].[Na+] (NaOH). The solvent is OS(=O)(=O)O (H2SO4). Reaction conditions: time 90 minute. Yields the product NC1=NC(=C(C(=N1)N)C1=C(C=CC(=C1)[N+](=O)[O-])Cl)C (2,4-Diamino-5-(2-chloro-5-nitrophenyl)-6-methylpyrimidine). As a reaction SMILES: [NH2:1][C:2]1[N:7]=[C:6]([NH2:8])[C:5]([C:9]2[CH:14]=[CH:13][CH:12]=[CH:11][C:10]=2[Cl:15])=[C:4]([CH3:16])[N:3]=1.[N+:17]([O-])([O-:19])=[O:18].[K+].[OH-].[Na+]>OS(O)(=O)=O>[NH2:1][C:2]1[N:7]=[C:6]([NH2:8])[C:5]([C:9]2[CH:14]=[C:13]([N+:17]([O-:19])=[O:18])[CH:12]=[CH:11][C:10]=2[Cl:15])=[C:4]([CH3:16])[N:3]=1 |f:1.2,3.4|. Reported procedure: To a solution of 2,4-diamino-5-(2-chlorophenyl)-6-methyl pyrimidine (11.84 g) (Example 22) in concentrated H2SO4 (100 ml), was added potassium nitrate (5.1 g). After stirring at room temperature for 90 minutes, the solution was poured onto ice and basified with 1ON NaOH. The product was extracted with ethyl acetate, bulked, dried (MgSO4) and evaporated, 13.9 g, 236°-240° C. The reactants are [N+](=O)([O-])C=1C=C(C=C(C1)C(=O)NC=1C=C(C=C2C=C(C=C(C12)S(=O)(=O)O)S(=O)(=O)O)S(=O)(=O)O)C(=O)NC=1C=C(C=C2C=C(C=C(C12)S(=O)(=O)O)S(=O)(=O)O)S(=O)(=O)O (8,8'-[(5-nitro-1,3-phenylene) bis(carbonylimino)]di-1,3,6-naphthalenetrisulfonic acid), hexasodium. The reagents and catalysts are [Pd] (palladium). Run in O (water). Reaction conditions: time 5 hour. The product is NC=1C=C(C=C(C1)C(=O)NC=1C=C(C=C2C=C(C=C(C12)S(=O)(=O)O)S(=O)(=O)O)S(=O)(=O)O)C(=O)NC=1C=C(C=C2C=C(C=C(C12)S(=O)(=O)O)S(=O)(=O)O)S(=O)(=O)O (8,8'-[(5-amino-1,3-phenylene)bis(carbonylimino)]di-1,3,6-naphthalenetrisulfonic acid), hexasodium. RXN SMILES: [N+:1]([C:4]1[CH:5]=[C:6]([C:35]([NH:37][C:38]2[CH:39]=[C:40]([S:56]([OH:59])(=[O:58])=[O:57])[CH:41]=[C:42]3[C:47]=2[C:46]([S:48]([OH:51])(=[O:50])=[O:49])=[CH:45][C:44]([S:52]([OH:55])(=[O:54])=[O:53])=[CH:43]3)=[O:36])[CH:7]=[C:8]([C:10]([NH:12][C:13]2[CH:14]=[C:15]([S:31]([OH:34])(=[O:33])=[O:32])[CH:16]=[C:17]3[C:22]=2[C:21]([S:23]([OH:26])(=[O:25])=[O:24])=[CH:20][C:19]([S:27]([OH:30])(=[O:29])=[O:28])=[CH:18]3)=[O:11])[CH:9]=1)([O-])=O>[Pd].O>[NH2:1][C:4]1[CH:5]=[C:6]([C:35]([NH:37][C:38]2[CH:39]=[C:40]([S:56]([OH:59])(=[O:58])=[O:57])[CH:41]=[C:42]3[C:47]=2[C:46]([S:48]([OH:51])(=[O:49])=[O:50])=[CH:45][C:44]([S:52]([OH:55])(=[O:54])=[O:53])=[CH:43]3)=[O:36])[CH:7]=[C:8]([C:10]([NH:12][C:13]2[CH:14]=[C:15]([S:31]([OH:34])(=[O:32])=[O:33])[CH:16]=[C:17]3[C:22]=2[C:21]([S:23]([OH:26])(=[O:24])=[O:25])=[CH:20][C:19]([S:27]([OH:30])(=[O:28])=[O:29])=[CH:18]3)=[O:11])[CH:9]=1. Procedure: A mixture of 23.0 g of 8,8'-[(5-nitro-1,3-phenylene) bis(carbonylimino)]di-1,3,6-naphthalenetrisulfonic acid, hexasodium salt, 150 ml of water and 2.3 g of 10% palladium catalyst on carbon is hydrogenated at room temperature for 5 hours at an average pressure of 43 lbs, then is filtered through diatomaceous earth and washed with water. The filtrate is then concentrated to a small volume in vacuo, absolute ethanol is added and the resulting oil is triturated until a solid is formed. This material... Reactants: COc1ccc(CBr)cc1, ClCCl, Nc1ncccc1O, [Na+], [OH-], O. Product: COc1ccc(COc2cccnc2N)cc1. Reaction SMILES: [CH3:1][O:2][c:3]1[cH:4][cH:5][c:6]([CH2:7][Br:8])[cH:9][cH:10]1.[Cl:21][CH2:22][Cl:23].[NH2:11][c:12]1[n:13][cH:14][cH:15][cH:16][c:17]1[OH:18].[Na+:20].[OH-:19].[OH2:24]>>[CH3:1][O:2][c:3]1[cH:4][cH:5][c:6]([CH2:7][O:18][c:17]2[c:12]([NH2:11])[n:13][cH:14][cH:15][cH:16]2)[cH:9][cH:10]1. The reactants are BrC=1C=CC=C2C=CC(=NC12)NC1=CC=CC=C1 (8-bromo-N-phenylquinolin-2-amine), [Li+].C[Si](C)(C)[N-][Si](C)(C)C (LiHMDS), BrC=1C=CC=C2C=CC(=NC12)Cl (8-bromo-2-chloroquinoline), N1=CC(=CC=C1)N (pyridin-3-amine). Yields the product BrC=1C=CC=C2C=CC(=NC12)NC=1C=NC=CC1 (8-bromo-N-(pyridin-3-yl)quinolin-2-amine). Yield: 57.0%. As a reaction SMILES: [Br:1][C:2]1[CH:3]=[CH:4][CH:5]=[C:6]2[C:11]=1[N:10]=[C:9]([NH:12][C:13]1[CH:18]=[CH:17][CH:16]=C[CH:14]=1)[CH:8]=[CH:7]2.BrC1C=CC=C2C=1[N:28]=C(Cl)C=C2.N1C=CC=C(N)C=1.[Li+].C[Si]([N-][Si](C)(C)C)(C)C>>[Br:1][C:2]1[CH:3]=[CH:4][CH:5]=[C:6]2[C:11]=1[N:10]=[C:9]([NH:12][C:13]1[CH:14]=[N:28][CH:16]=[CH:17][CH:18]=1)[CH:8]=[CH:7]2 |f:3.4|. Procedure: This compound (1.03 g, 57% yield) as a tan crystalline solid was prepared similarly to that described in the preparation of 165c, using 8-bromo-2-chloroquinoline (Biofine International, Vancouver, BC; 1.46 g, 6.02 mmol), pyridin-3-amine (Aldrich; 0.68 g, 7.22 mmol), and LiHMDS (1.0 M solution in THF; 15.05 mL, 15.05 mmol) as starting materials. 1H NMR (400 MHz, DMSO-D6) δ ppm 9.93 (1H, s), 9.20 (1H, d, J=2.3 Hz), 8.84 (1H, d, J=8.4 Hz), 8.24-8.13 (2H, m), 7.99 (1H, d, J=7.6 Hz), 7.82 (1H, d, J=7...